This data is from the Open Reaction Database (ORD), a public repository of structured organic reaction records. The task is: describe an organic reaction: reactants, conditions, products, and yield The reactants are Cc1n[nH]c(=O)c(-c2ccc(F)cc2F)c1-c1ccc(Cl)cc1, O=P(Cl)(Cl)Cl. The product is Cc1nnc(Cl)c(-c2ccc(F)cc2F)c1-c1ccc(Cl)cc1. Reaction SMILES: [Cl:1][c:2]1[cH:3][cH:4][c:5](-[c:8]2[c:9](-[c:16]3[c:17]([F:23])[cH:18][c:19]([F:22])[cH:20][cH:21]3)[c:10](=[O:15])[nH:11][n:12][c:13]2[CH3:14])[cH:6][cH:7]1.[P:24]([Cl:25])([Cl:26])([Cl:27])=[O:28]>>[Cl:1][c:2]1[cH:3][cH:4][c:5](-[c:8]2[c:9](-[c:16]3[c:17]([F:23])[cH:18][c:19]([F:22])[cH:20][cH:21]3)[c:10]([Cl:26])[n:11][n:12][c:13]2[CH3:14])[cH:6][cH:7]1. Run in ClCCl (dichloromethane), C(C)(=O)OCC (ethyl acetate). As a reaction SMILES: [Cl:1][C:2]1[C:3]([F:20])=[CH:4][C:5]([F:19])=[C:6]([S:8]([NH:11][C:12]2[N:17]=[CH:16][C:15]([F:18])=[CH:14][N:13]=2)(=[O:10])=[O:9])[CH:7]=1.C(N(CC)C(C)C)(C)C.[CH2:30]([O:32][CH2:33]Cl)[CH3:31]>ClCCl.C(OCC)(=O)C>[Cl:1][C:2]1[C:3]([F:20])=[CH:4][C:5]([F:19])=[C:6]([S:8]([N:11]([CH2:33][O:32][CH2:30][CH3:31])[C:12]2[N:13]=[CH:14][C:15]([F:18])=[CH:16][N:17]=2)(=[O:10])=[O:9])[CH:7]=1. Product: ClC=1C(=CC(=C(C1)S(=O)(=O)N(C1=NC=C(C=N1)F)COCC)F)F (5-Chloro-N-(ethoxymethyl)-2,4-difluoro-N-(5-fluoropyrimidin-2-yl)benzenesulfonamide). Yield: 52.7%. Starting materials: ClC=1C(=CC(=C(C1)S(=O)(=O)NC1=NC=C(C=N1)F)F)F (5-chloro-2,4-difluoro-N-(5-fluoropyrimidin-2-yl)benzenesulfonamide), C(C)(C)N(C(C)C)CC (N,N-diisopropylethylamine), C(C)OCCl (chloromethyl ethyl ether). Run at time 20 hour. Procedure: To a solution of 5-chloro-2,4-difluoro-N-(5-fluoropyrimidin-2-yl)benzenesulfonamide (Preparation 12, 0.28 g, 0.86 mmol) in dichloromethane (7 mL) at 0° C. was added N,N-diisopropylethylamine (0.23 mL, 1.32 mmol) and chloromethyl ethyl ether (0.088 mL, 0.95 mmol). The reaction mixture was stirred for 20 hours allowing the solution to gradually warm to ambient temperature. The reaction mixture was diluted with ethyl acetate, washed with 1N aqueous sodium hydroxide solution, water, and brine and th... Starting materials: [Na] (sodium), N (ammonia), NC1=C(C=CC=C1)SC=1C(=C(C(C#N)=C(C1SC1=CC=C(C=C1)C(C)(C)C)OCCC(C)C)C#N)OCCC(C)C (4-(2-aminophenylthio)-5-(4-tert-butylphenylthio)-3,6-diisopentoxyphthalonitrile). The solvent is C(CC)O (n-propyl alcohol). Reaction conditions: time 20 hour. Yields the product NC1=C(C=CC=C1)SC=1C(=C2C(NC(C2=C(C1SC1=CC=C(C=C1)C(C)(C)C)OCCC(C)C)=N)=N)OCCC(C)C (5-(2-aminophenylthio)-6-(4-tert-butylphenylthio)-1,3-diimino-4,7-diisopentoxyisoindoline). Isolated yield 75.2%. As a reaction SMILES: [Na].[NH3:2].[NH2:3][C:4]1[CH:9]=[CH:8][CH:7]=[CH:6][C:5]=1[S:10][C:11]1[C:12]([O:38][CH2:39][CH2:40][CH:41]([CH3:43])[CH3:42])=[C:13]([C:36]#[N:37])[C:14](=[C:17]([O:30][CH2:31][CH2:32][CH:33]([CH3:35])[CH3:34])[C:18]=1[S:19][C:20]1[CH:25]=[CH:24][C:23]([C:26]([CH3:29])([CH3:28])[CH3:27])=[CH:22][CH:21]=1)[C:15]#[N:16]>C(O)CC>[NH2:3][C:4]1[CH:9]=[CH:8][CH:7]=[CH:6][C:5]=1[S:10][C:11]1[C:12]([O:38][CH2:39][CH2:40][CH:41]([CH3:43])[CH3:42])=[C:13]2[C:14](=[C:17]([O:30][CH2:31][CH2:32][CH:33]([CH3:34])[CH3:35])[C:18]=1[S:19][C:20]1[CH:25]=[CH:24][C:23]([C:26]([CH3:29])([CH3:27])[CH3:28])=[CH:22][CH:21]=1)[C:15](=[NH:2])[NH:16][C:36]2=[NH:37] |^1:0|. Procedure details: To a solution of sodium metal (0.6 g) in n-propyl alcohol (200 mL) was fed gaseous ammonia at a flow rate of 120 mL/min. at room temperature for 1 hour. Then, 27.0 g of 4-(2-aminophenylthio)-5-(4-tert-butylphenylthio)-3,6-diisopentoxyphthalonitrile was added and the mixture was stirred at 50~60° C. for 20 hours. After cooling, the reaction mixture was worked up in the same manner as in Example 1 to provide 20.9 g (yield 75.2%) of 5-(2-aminophenylthio)-6-(4-tert-butylphenylthio)-1,3-diimino-4,7-d...